Dataset: the Open Reaction Database (ORD), a public repository of structured organic reaction records. Task: describe an organic reaction: reactants, conditions, products, and yield The reactants are CS(=O)(=O)O.CS(=O)(=O)O.NC1=C(N2N(CCC2)C1=O)N (2,3-diamino-6,7-dihydro-1H,5H-pyrazolo[1,2-a]pyrazol-1-one dimethane sulfonate), OO (hydrogen peroxide), NC=1C=C(C=CC1OC)O (3-amino-4-methoxyphenol), N (ammonia). The solvent is O (water), C(C)O (ethanol). Yields the product NC1=C(C(N2N1CCC2)=O)/N=C\2/C(=CC(C(=C2)OC)=N)O (3-amino-2-{[(1E)-2-hydroxy-4-imino-5-methoxycyclohexa-2,5-dien-1-ylidene]amino}-6,7-dihydro-1H,5H-pyrazolo[1,2-a]pyrazol-1-one). As a reaction SMILES: CS(O)(=O)=O.CS(O)(=O)=O.[NH2:11][C:12]1[C:19](=[O:20])[N:15]2[CH2:16][CH2:17][CH2:18][N:14]2[C:13]=1[NH2:21].[NH2:22][C:23]1[CH:24]=[C:25]([OH:31])[CH:26]=[CH:27][C:28]=1[O:29][CH3:30].N.OO>O.C(O)C>[NH2:21][C:13]1[N:14]2[CH2:18][CH2:17][CH2:16][N:15]2[C:19](=[O:20])[C:12]=1/[N:11]=[C:26]1/[C:25]([OH:31])=[CH:24][C:23](=[NH:22])[C:28]([O:29][CH3:30])=[CH:27]/1 |f:0.1.2|. Procedure: 0.05 mmol of 2,3-diamino-6,7-dihydro-1H,5H-pyrazolo[1,2-a]pyrazol-1-one dimethane sulfonate was dissolved in a mixture of water and ethanol (7.5 ml/1.5 ml). This solution was admixed with 0.05 mmol of 3-amino-4-methoxyphenol, then with 1.8 ml of concentrated aqueous ammonia, then with 9 ml of hydrogen peroxide. The reactants are N1=CC=C(C=C1)C1=C(C=NN1)C1=CC=C(OCC2=NC3=CC=CC=C3C=C2)C=C1 (2-[4-(5-Pyridin-4-yl-1H-pyrazol-4-yl)-phenoxymethyl]-quinoline), CNN (methyl hydrazine). As a reaction SMILES: [N:1]1[CH:6]=[CH:5][C:4]([C:7]2[NH:11][N:10]=[CH:9][C:8]=2[C:12]2[CH:29]=[CH:28][C:15]([O:16][CH2:17][C:18]3[CH:27]=[CH:26][C:25]4[C:20](=[CH:21][CH:22]=[CH:23][CH:24]=4)[N:19]=3)=[CH:14][CH:13]=2)=[CH:3][CH:2]=1.[CH3:30][NH:31][NH2:32]>>[CH3:30][N:11]1[C:7]([C:4]2[CH:3]=[CH:2][N:1]=[CH:6][CH:5]=2)=[C:8]([C:12]2[CH:13]=[CH:14][C:15]([O:16][CH2:17][C:18]3[CH:27]=[CH:26][C:25]4[C:20](=[CH:21][CH:22]=[CH:23][CH:24]=4)[N:19]=3)=[CH:28][CH:29]=2)[CH:9]=[N:10]1.[CH3:30][N:31]1[CH:9]=[C:8]([C:12]2[CH:29]=[CH:28][C:15]([O:16][CH2:17][C:18]3[CH:27]=[CH:26][C:25]4[C:20](=[CH:21][CH:22]=[CH:23][CH:24]=4)[N:19]=3)=[CH:14][CH:13]=2)[C:7]([C:4]2[CH:3]=[CH:2][N:1]=[CH:6][CH:5]=2)=[N:32]1. Yields the product CN1N=CC(=C1C1=CC=NC=C1)C1=CC=C(OCC2=NC3=CC=CC=C3C=C2)C=C1 (2-[4-(1-Methyl-5-pyridin-4-yl-1H-pyrazol-4-yl)-phenoxymethyl]-quinoline), CN1N=C(C(=C1)C1=CC=C(OCC2=NC3=CC=CC=C3C=C2)C=C1)C1=CC=NC=C1 (2-[4-(1-Methyl-3-pyridin-4-yl-1H-pyrazol4-yl)-phenoxymethyl]-quinoline). Procedure: Following the procedure for the preparation of 2-[4-(5-Pyridin-4-yl-1H-pyrazol-4-yl)-phenoxymethyl]-quinoline but substituting methyl hydrazine provided the title compound and 2-[4-(1-Methyl-3-pyridin-4-yl-1H-pyrazol4-yl)-phenoxymethyl]-quinoline. 1H NMR (400 MHz, CDCl3) δ 8.66 (bs, 2 H), 8.17 (d, J=8.7 Hz, 1H), 8.05 (d, J=7.9 Hz, 1 H), 7.81 (d, J=8.3 Hz, 1H), 7.70 (m, 1 H), 7.63 (m, 2 H), 7.53 (t, J=7.1 Hz, 1 H), 7.21 (m, 2 H), 7.03 (d, J=9.1 Hz, 2H), 6.89 (d, J=8.7 Hz, 2H), 5.32 (s, 2H), 3.80 ... Starting materials: Cl (hydrochloric acid), NC1=C(C(=O)NCCC)C=C(C=C1)I (2-amino-5-iodo-N-propylbenzamide), C(=S)=S (carbon disulfide), C([O-])([O-])=O.[K+].[K+] (potassium carbonate). Solvent: CN(C=O)C (dimethylformamide). Product: IC=1C=C2C(N(C(NC2=CC1)=S)CCC)=O (2,3-Dihydro-6-iodo-3-propyl-2-thioxo-4(1H)-quinazolinone). RXN SMILES: [NH2:1][C:2]1[CH:13]=[CH:12][C:11]([I:14])=[CH:10][C:3]=1[C:4]([NH:6][CH2:7][CH2:8][CH3:9])=[O:5].[C:15](=S)=[S:16].C(=O)([O-])[O-].[K+].[K+].Cl>CN(C)C=O>[I:14][C:11]1[CH:10]=[C:3]2[C:2](=[CH:13][CH:12]=1)[NH:1][C:15](=[S:16])[N:6]([CH2:7][CH2:8][CH3:9])[C:4]2=[O:5] |f:2.3.4|. Procedure details: To a solution of 2-amino-5-iodo-N-propylbenzamide (1.0 g, 3.1 mmol) and carbon disulfide (0.59 g, 9.38 mmol) in dimethylformamide (3.1 mL) was added potassium carbonate (0.43g, 3.1 mmol). The reaction mixture was heated to reflux for 2 h, cooled to room temperature, and added dropwise to 1N hydrochloric acid (25 mL). The resulting precipitate was filtered, washed with water (2×10 mL), methanol (2×10 mL) and diethyl ether (10 mL), and dried to deliver 1.04 g of the title compound, m.p. 267-269° C...